This data is from the Open Reaction Database (ORD), a public repository of structured organic reaction records. The task is: describe an organic reaction: reactants, conditions, products, and yield Reactants: C([O-])([O-])=O.[Na+].[Na+] (sodium carbonate), C1(=CC=CC=C1)CC(=O)Cl (phenylacetyl chloride), COC1=C(N)C=C(C=C1)OC (2,5-dimethoxyaniline). The solvent is C1=CC=CC=C1 (benzene), C1=CC=CC=C1 (benzene). Run at time 1 hour. Yields the product COC1=C(C=C(C=C1)OC)NC(CC1=CC=CC=C1)=O (N-(2',5'-dimethoxyphenyl)-2-phenylacetamide). RXN SMILES: [C:1]1([CH2:7][C:8](Cl)=[O:9])[CH:6]=[CH:5][CH:4]=[CH:3][CH:2]=1.[CH3:11][O:12][C:13]1[CH:19]=[CH:18][C:17]([O:20][CH3:21])=[CH:16][C:14]=1[NH2:15].C(=O)([O-])[O-].[Na+].[Na+]>C1C=CC=CC=1>[CH3:11][O:12][C:13]1[CH:19]=[CH:18][C:17]([O:20][CH3:21])=[CH:16][C:14]=1[NH:15][C:8](=[O:9])[CH2:7][C:1]1[CH:6]=[CH:5][CH:4]=[CH:3][CH:2]=1 |f:2.3.4|. Procedure: A solution of phenylacetyl chloride (1.07 g, 6.6 mmol) in dry benzene (7 ml) was added drop by drop for 10 minutes to a cooled solution of 2,5-dimethoxyaniline (1 g, 6.5 mmol) in dry benzene (7 ml). The reaction mixture was agitated at room temperature for 1 hour and then the reaction was stopped with cold 24% aqueous sodium carbonate (10 ml.) After vigorously agitating the two-phase system for 30 minutes, the benzene layer was separated and the aqueous phase was extracted with ether (3×50 ml). ... Starting materials: BrC1=CC=C(C=C1)C1C2(C(N(C(N2C)=O)C2=CC(=CC(=C2)Cl)Cl)=O)CCC1 (6-(4-bromophenyl)-3-(3,5-dichlorophenyl)-1-methyl-1,3-diazaspiro[4.4]nonane-2,4-dione), C(#N)[Cu] (CuCN), C(CN)N (ethylene diamine). Run in CN1CCCC1=O (NMP). Run at temperature 180 celsius. Yields the product ClC=1C=C(C=C(C1)Cl)N1C(N([C@@]2(C1=O)[C@@H](CCC2)C2=CC=C(C#N)C=C2)C)=O (4-[(5R*,6S*)-3-(3,5-dichlorophenyl)-1-methyl-2,4-dioxo-1,3-diazaspiro[4.4]non-6-yl]benzonitrile). RXN SMILES: Br[C:2]1[CH:7]=[CH:6][C:5]([CH:8]2[CH2:27][CH2:26][CH2:25][C:9]32[N:13]([CH3:14])[C:12](=[O:15])[N:11]([C:16]2[CH:21]=[C:20]([Cl:22])[CH:19]=[C:18]([Cl:23])[CH:17]=2)[C:10]3=[O:24])=[CH:4][CH:3]=1.[C:28]([Cu])#[N:29].C(N)CN>CN1C(=O)CCC1>[Cl:23][C:18]1[CH:17]=[C:16]([N:11]2[C:10](=[O:24])[C@:9]3([CH2:25][CH2:26][CH2:27][C@H:8]3[C:5]3[CH:6]=[CH:7][C:2]([C:28]#[N:29])=[CH:3][CH:4]=3)[N:13]([CH3:14])[C:12]2=[O:15])[CH:21]=[C:20]([Cl:22])[CH:19]=1. Procedure: A mixture of 6-(4-bromophenyl)-3-(3,5-dichlorophenyl)-1-methyl-1,3-diazaspiro[4.4]nonane-2,4-dione (1 g, 2.1 mmol) (Example 1) and CuCN (0.45 g, 5 mmol) in NMP was heated to 180° C. for 6 h. After cooling, the reaction mixture was poured on a mixture of ice and ethylene diamine and extracted twice with DCM. The brown residue was chromatographed over silica gel to yield 4-[(5R*,6S*)-3-(3,5-dichlorophenyl)-1-methyl-2,4-dioxo-1,3-diazaspiro[4.4]non-6-yl]benzonitrile as a beige solid. 1H NMR (CDCl3)... Reactants: Cc1cc(-c2ccc(Cl)cc2)nc(-c2cccc(Br)c2)n1, CC(C)(C)NS(=O)(=O)c1ccc(B2OC(C)(C)C(C)(C)O2)s1. Product: Cc1cc(-c2ccc(Cl)cc2)nc(-c2cccc(-c3ccc(S(=O)(=O)NC(C)(C)C)s3)c2)n1. Reaction SMILES: [Br:1][c:2]1[cH:3][c:4](-[c:8]2[n:9][c:10]([CH3:21])[cH:11][c:12](-[c:14]3[cH:15][cH:16][c:17]([Cl:20])[cH:18][cH:19]3)[n:13]2)[cH:5][cH:6][cH:7]1.[C:22]([CH3:23])([CH3:24])([CH3:25])[NH:26][S:27](=[O:28])(=[O:29])[c:30]1[s:31][c:32]([B:35]2[O:36][C:37]([CH3:38])([CH3:39])[C:40]([CH3:41])([CH3:42])[O:43]2)[cH:33][cH:34]1>>[c:2]1(-[c:32]2[s:31][c:30]([S:27]([NH:26][C:22]([CH3:23])([CH3:24])[CH3:25])(=[O:28])=[O:29])[cH:34][cH:33]2)[cH:3][c:4](-[c:8]2[n:9][c:10]([CH3:21])[cH:11][c:12](-[c:14]3[cH:15][cH:16][c:17]([Cl:20])[cH:18][cH:19]3)[n:13]2)[cH:5][cH:6][cH:7]1. The reactants are c1ccc(CC2CCNCC2)cc1, CCOCC, O=C(CCl)Nc1cccc([N+](=O)[O-])c1. Yields the product O=C(CN1CCC(Cc2ccccc2)CC1)Nc1cccc([N+](=O)[O-])c1. RXN SMILES: [CH2:15]([c:16]1[cH:17][cH:18][cH:19][cH:20][cH:21]1)[CH:22]1[CH2:23][CH2:24][NH:25][CH2:26][CH2:27]1.[CH2:28]([O:29][CH2:30][CH3:31])[CH3:32].[Cl:1][CH2:2][C:3](=[O:4])[NH:5][c:6]1[cH:7][c:8]([N+:12](=[O:13])[O-:14])[cH:9][cH:10][cH:11]1>>[CH2:2]([C:3](=[O:4])[NH:5][c:6]1[cH:7][c:8]([N+:12](=[O:13])[O-:14])[cH:9][cH:10][cH:11]1)[N:25]1[CH2:24][CH2:23][CH:22]([CH2:15][c:16]2[cH:17][cH:18][cH:19][cH:20][cH:21]2)[CH2:27][CH2:26]1. Starting materials: CC(=O)O[BH-](OC(C)=O)OC(C)=O, CC(=O)O, CO, ClCCl, [Na+], O=C1CCCCC1, O=C1CCCN1c1ccc(-n2cc3c(n2)CCNCC3)cc1. Yields the product O=C1CCCN1c1ccc(-n2cc3c(n2)CCN(C2CCCCC2)CC3)cc1. RXN SMILES: [C:34]([O:35][BH-:36]([O:37][C:38](=[O:39])[CH3:40])[O:41][C:42](=[O:43])[CH3:44])(=[O:45])[CH3:46].[CH3:30][C:31](=[O:32])[OH:33].[CH3:51][OH:52].[Cl:48][CH2:49][Cl:50].[Na+:47].[O:23]=[C:24]1[CH2:25][CH2:26][CH2:27][CH2:28][CH2:29]1.[n:1]1[n:2](-[c:11]2[cH:12][cH:13][c:14]([N:17]3[C:18](=[O:22])[CH2:19][CH2:20][CH2:21]3)[cH:15][cH:16]2)[cH:3][c:4]2[c:5]1[CH2:6][CH2:7][NH:8][CH2:9][CH2:10]2>>[n:1]1[n:2](-[c:11]2[cH:12][cH:13][c:14]([N:17]3[C:18](=[O:22])[CH2:19][CH2:20][CH2:21]3)[cH:15][cH:16]2)[cH:3][c:4]2[c:5]1[CH2:6][CH2:7][N:8]([CH:24]1[CH2:25][CH2:26][CH2:27][CH2:28][CH2:29]1)[CH2:9][CH2:10]2. Starting materials: COc1cc(C(=O)Cl)cc(OC)c1OC, CCC1(CO)CCCN2CCc3c([nH]c4ccccc34)C21, c1ccncc1. The product is CCC1(COC(=O)c2cc(OC)c(OC)c(OC)c2)CCCN2CCc3c([nH]c4ccccc34)C21. Reaction SMILES: [CH3:22][O:23][c:24]1[cH:25][c:26]([C:27](=[O:28])[Cl:29])[cH:30][c:31]([O:35][CH3:36])[c:32]1[O:33][CH3:34].[OH:1][CH2:2][C:3]1([CH2:20][CH3:21])[CH2:4][CH2:5][CH2:6][N:7]2[CH2:8][CH2:9][c:10]3[c:11]([nH:13][c:14]4[cH:15][cH:16][cH:17][cH:18][c:19]34)[CH:12]12.[cH:37]1[cH:38][cH:39][n:40][cH:41][cH:42]1>>[O:1]([CH2:2][C:3]1([CH2:20][CH3:21])[CH2:4][CH2:5][CH2:6][N:7]2[CH2:8][CH2:9][c:10]3[c:11]([nH:13][c:14]4[cH:15][cH:16][cH:17][cH:18][c:19]34)[CH:12]12)[C:27]([c:26]1[cH:25][c:24]([O:23][CH3:22])[c:32]([O:33][CH3:34])[c:31]([O:35][CH3:36])[cH:30]1)=[O:28]. RXN SMILES: [CH:36]([N:37]([CH2:38][CH3:39])[CH:40]([CH3:41])[CH3:42])([CH3:43])[CH3:44].[Cl:45][CH2:46][Cl:47].[c:16]1([CH:22]2[CH:23]([N:25]3[C:26](=[O:35])[N:27]4[CH:28]([CH2:29][NH:30][CH2:31][CH2:32]4)[C:33]3=[O:34])[CH2:24]2)[cH:17][cH:18][cH:19][cH:20][cH:21]1.[c:1]1(-[c:10]2[cH:11][cH:12][cH:13][cH:14][cH:15]2)[c:2]([N:7]=[C:8]=[O:9])[cH:3][cH:4][cH:5][cH:6]1>>[c:1]1(-[c:10]2[cH:11][cH:12][cH:13][cH:14][cH:15]2)[c:2]([NH:7][C:8](=[O:9])[N:30]2[CH2:29][CH:28]3[N:27]([C:26](=[O:35])[N:25]([CH:23]4[CH:22]([c:16]5[cH:17][cH:18][cH:19][cH:20][cH:21]5)[CH2:24]4)[C:33]3=[O:34])[CH2:32][CH2:31]2)[cH:3][cH:4][cH:5][cH:6]1. The reactants are CCN(C(C)C)C(C)C, ClCCl, O=C1C2CNCCN2C(=O)N1C1CC1c1ccccc1, O=C=Nc1ccccc1-c1ccccc1. Product: O=C(Nc1ccccc1-c1ccccc1)N1CCN2C(=O)N(C3CC3c3ccccc3)C(=O)C2C1.